Dataset: the Open Reaction Database (ORD), a public repository of structured organic reaction records. Task: describe an organic reaction: reactants, conditions, products, and yield Starting materials: O=C([O-])[O-], ClCCl, Cl, Cl, [K+], [K+], O, O=C(Cl)CCc1ccccc1, NC1CCN(C(=O)c2ccc(-n3ccnc3)cc2)CC1. Product: O=C(CCc1ccccc1)NC1CCN(C(=O)c2ccc(-n3ccnc3)cc2)CC1. As a reaction SMILES: [C:23](=[O:24])([O-:25])[O-:26].[CH2:41]([Cl:42])[Cl:43].[ClH:1].[ClH:2].[K+:27].[K+:28].[OH2:29].[c:30]1([CH2:36][CH2:37][C:38](=[O:39])[Cl:40])[cH:31][cH:32][cH:33][cH:34][cH:35]1.[n:3]1(-[c:8]2[cH:9][cH:10][c:11]([C:12](=[O:13])[N:14]3[CH2:15][CH2:16][CH:17]([NH2:20])[CH2:18][CH2:19]3)[cH:21][cH:22]2)[cH:4][n:5][cH:6][cH:7]1>>[n:3]1(-[c:8]2[cH:9][cH:10][c:11]([C:12](=[O:13])[N:14]3[CH2:15][CH2:16][CH:17]([NH:20][C:38]([CH2:37][CH2:36][c:30]4[cH:31][cH:32][cH:33][cH:34][cH:35]4)=[O:39])[CH2:18][CH2:19]3)[cH:21][cH:22]2)[cH:4][n:5][cH:6][cH:7]1.